This data is from the Open Reaction Database (ORD), a public repository of structured organic reaction records. The task is: describe an organic reaction: reactants, conditions, products, and yield Yields the product C(CCCCCCCCCCCCCCCCC)O[C@H]1[C@@H](O[C@@H]([C@H]1O)CO)N1C=NC=2C(=O)NC(N)=NC12 (2'-O-Octadecylguanosine). Solvent: P(=O)([O-])([O-])[O-].[Na+].[Na+].[Na+] (sodium phosphate). The reactants are NC1=NC(=C2N=CN(C2=N1)[C@H]1[C@H](OCCCCCCCCCCCCCCCCCC)[C@H](O)[C@H](O1)CO)N (2,6-Diamino-9-(2'-O-octadecyl-β-D-ribofuranosyl)purine), CS(=O)C (DMSO), [C@@H]1([C@H](O)[C@H](O)[C@@H](CO)O1)N1C=NC=2C(N)=NC=NC12 (adenosine), [C@@H]1([C@H](O)[C@H](O)[C@@H](CO)O1)N1C=NC=2C(N)=NC=NC12 (adenosine). As a reaction SMILES: [NH2:1][C:2]1[N:10]=[C:9]2[C:5]([N:6]=[CH:7][N:8]2[C@@H:11]2[O:35][C@H:34]([CH2:36][OH:37])[C@@H:32]([OH:33])[C@H:12]2[O:13][CH2:14][CH2:15][CH2:16][CH2:17][CH2:18][CH2:19][CH2:20][CH2:21][CH2:22][CH2:23][CH2:24][CH2:25][CH2:26][CH2:27][CH2:28][CH2:29][CH2:30][CH3:31])=[C:4](N)[N:3]=1.CS(C)=[O:41].[C@@H]1(N2C3N=CN=C(N)C=3N=C2)O[C@H](CO)[C@@H](O)[C@H]1O>P([O-])([O-])([O-])=O.[Na+].[Na+].[Na+]>[CH2:14]([O:13][C@@H:12]1[C@H:32]([OH:33])[C@@H:34]([CH2:36][OH:37])[O:35][C@H:11]1[N:8]1[C:9]2[N:10]=[C:2]([NH2:1])[NH:3][C:4](=[O:41])[C:5]=2[N:6]=[CH:7]1)[CH2:15][CH2:16][CH2:17][CH2:18][CH2:19][CH2:20][CH2:21][CH2:22][CH2:23][CH2:24][CH2:25][CH2:26][CH2:27][CH2:28][CH2:29][CH2:30][CH3:31] |f:3.4.5.6|. Run at time 9 day. Procedure details: 2,6-Diamino-9-(2'-O-octadecyl-β-D-ribofuranosyl)purine (10 g) in 0.1M sodium phosphate buffer (50 ml, pH 7.4), 0.1M tris buffer (1000 ml, pH 7.4) and DMSO (1000 ml) was treated with adenosine deaminase (1.5 g) as per the procedure of Example 3. At day 3, day 5 and day 7 an additional aliquot (500 mg, 880 mg and 200 mg, respectively) of adenosine deaminase was added. The reaction was stirred for a total of 9 day and after purification by silica gel chromatography yielded the product (2 g). An ana...